This data is from the Open Reaction Database (ORD), a public repository of structured organic reaction records. The task is: describe an organic reaction: reactants, conditions, products, and yield Reactants: ClCCN(CCCl)CCCC (N,N-bis(2-chloroethyl)-n-butylamine), C1(=CC=CC=C1)CC#N (phenylacetonitrile). The reagents and catalysts are [OH-].[Na+] (sodium hydroxide), [Cl-].C(C1=CC=CC=C1)[N+](CC)(CC)CC (benzyltriethylammonium chloride). Product: Cl.C(CCC)N1CCC(CC1)(C1=CC=CC=C1)C#N (1-n-butyl-4-cyano-4-phenylpiperidine hydrochloride). Yield: 30.0%. Reaction SMILES: [Cl:1][CH2:2][CH2:3][N:4]([CH2:8][CH2:9][CH2:10][CH3:11])[CH2:5][CH2:6]Cl.[C:12]1([CH2:18][C:19]#[N:20])[CH:17]=[CH:16][CH:15]=[CH:14][CH:13]=1>[OH-].[Na+].[Cl-].C([N+](CC)(CC)CC)C1C=CC=CC=1>[ClH:1].[CH2:8]([N:4]1[CH2:5][CH2:6][C:18]([C:19]#[N:20])([C:12]2[CH:17]=[CH:16][CH:15]=[CH:14][CH:13]=2)[CH2:2][CH2:3]1)[CH2:9][CH2:10][CH3:11] |f:2.3,4.5,6.7|. Procedure details: Gutkowska, Acta Pol. Pharm. 30, 109-113 (1973), shows the reaction of N,N-bis(2-chloroethyl)-n-butylamine with phenylacetonitrile in the presence of 50% aqueous sodium hydroxide solution and benzyltriethylammonium chloride as catalyst to produce 1-n-butyl-4-cyano-4-phenylpiperidine hydrochloride (30% yield).